Dataset: the Open Reaction Database (ORD), a public repository of structured organic reaction records. Task: describe an organic reaction: reactants, conditions, products, and yield Conditions: time 2 hour. As a reaction SMILES: C(O)(C(F)(F)F)=O.[F:8][C:9]1[C:26]([CH2:27][N:28]2[CH2:48][CH2:47][C:31]3([O:36][CH2:35][CH2:34][N:33]([C:37]([C:39]4[N:40]=[C:41]([CH:44]([CH3:46])[CH3:45])[S:42][CH:43]=4)=[O:38])[CH2:32]3)[CH2:30][CH2:29]2)=[CH:25][CH:24]=[CH:23][C:10]=1[CH2:11][CH2:12][O:13][CH2:14][CH2:15][C:16]([O:18]C(C)(C)C)=[O:17]>C(Cl)Cl>[F:8][C:9]1[C:26]([CH2:27][N:28]2[CH2:29][CH2:30][C:31]3([O:36][CH2:35][CH2:34][N:33]([C:37]([C:39]4[N:40]=[C:41]([CH:44]([CH3:45])[CH3:46])[S:42][CH:43]=4)=[O:38])[CH2:32]3)[CH2:47][CH2:48]2)=[CH:25][CH:24]=[CH:23][C:10]=1[CH2:11][CH2:12][O:13][CH2:14][CH2:15][C:16]([OH:18])=[O:17]. The reactants are C(=O)(C(F)(F)F)O (TFA), FC1=C(CCOCCC(=O)OC(C)(C)C)C=CC=C1CN1CCC2(CN(CCO2)C(=O)C=2N=C(SC2)C(C)C)CC1 (tert-Butyl 3-(2-fluoro-3-((4-(2-isopropylthiazole-4-carbonyl)-1-oxa-4,9-diazaspiro[5.5]undecan-9-yl)methyl)phenethoxy)propanoate). Reported procedure: TFA (10 mL) was cautiously added to a solution of tert-butyl 3-(2-fluoro-3-((4-(2-isopropylthiazole-4-carbonyl)-1-oxa-4,9-diazaspiro[5.5]undecan-9-yl)methyl)phenethoxy)propanoate [Example 7, step c] (3.95 g) in DCM (40 mL). The resulting mixture was stirred for 2 h. The solvent was evaporated and the residue azeotroped twice with acetonitrile. The residue was dissolved in freshly distilled 2-methyltetrahydrofuran (100 mL) and washed 3 times with a mixture of brine and saturated sodium bicarbonat... Run in C(Cl)Cl (DCM). Product: FC1=C(CCOCCC(=O)O)C=CC=C1CN1CCC2(CN(CCO2)C(=O)C=2N=C(SC2)C(C)C)CC1 (3-(2-Fluoro-3-((4-(2-isopropylthiazole-4-carbonyl)-1-oxa-4,9-diazaspiro[5.5]undecan-9-yl)methyl)phenethoxy)propanoic acid). Starting materials: FC(C(=O)O)(F)F.CS(=O)(=O)C1=CC=C(OC2=C3C(=NC=N2)N(N=C3)C3CCNCC3)C=C1 (4-(4-methanesulfonyl-phenoxy)-1-piperidin-4-yl-1H-pyrazolo[3,4-d]pyrimidine trifluoroacetate salt), FC(C(=O)O)(F)F.CS(=O)(=O)C1=CC=C(OC2=C3C(=NC=N2)N(N=C3)C3CCNCC3)C=C1 (4-(4-methanesulfonyl-phenoxy)-1-piperidin-4-yl-1H-pyrazolo[3,4-d]pyrimidine trifluoroacetate salt), C(C)(C)N(CC)C(C)C (diisopropylethylamine), ClC(Cl)(OC(OC(Cl)(Cl)Cl)=O)Cl (Triphosgene), FC(CO)(F)F (2,2,2-trifluoroethanol), N1=CC=CC=C1 (pyridine). The solvent is C(Cl)(Cl)(Cl)Cl (carbon tetrachloride). Conditions: temperature 60 celsius, time 15 minute. Product: FC(COC(=O)N1CCC(CC1)N1N=CC=2C1=NC=NC2OC2=CC=C(C=C2)S(=O)(=O)C)(F)F (4-[4-(4-Methanesulfonyl-phenoxy)-pyrazolo[3,4-d]pyrimidin-1-yl]-piperidine-1-carboxylic acid 2,2,2-trifluoro-ethyl ester). Yield: 34.7%. Reaction SMILES: ClC(Cl)(O[C:5](=[O:11])[O:6][C:7](Cl)(Cl)Cl)Cl.[F:13][C:14]([F:18])([F:17])CO.N1C=CC=CC=1.FC(F)(F)C(O)=O.[CH3:32][S:33]([C:36]1[CH:57]=[CH:56][C:39]([O:40][C:41]2[N:46]=[CH:45][N:44]=[C:43]3[N:47]([CH:50]4[CH2:55][CH2:54][NH:53][CH2:52][CH2:51]4)[N:48]=[CH:49][C:42]=23)=[CH:38][CH:37]=1)(=[O:35])=[O:34].C(N(C(C)C)CC)(C)C>C(Cl)(Cl)(Cl)Cl>[F:18][C:14]([F:13])([F:17])[CH2:7][O:6][C:5]([N:53]1[CH2:54][CH2:55][CH:50]([N:47]2[C:43]3=[N:44][CH:45]=[N:46][C:41]([O:40][C:39]4[CH:38]=[CH:37][C:36]([S:33]([CH3:32])(=[O:34])=[O:35])=[CH:57][CH:56]=4)=[C:42]3[CH:49]=[N:48]2)[CH2:51][CH2:52]1)=[O:11] |f:3.4|. Procedure details: Triphosgene (1.6 g, 5.5 mmol) was added to a solution of 2,2,2-trifluoroethanol (Aldrich Chemical Company, Inc., Milwaukee, Wis., USA; 500 mg, 5 mmol) in pyridine (6 mmol) and carbon tetrachloride (25 mL). The mixture was heated to 60° C. for 6 h, then cooled and washed with 1 M aqueous hydrochloric acid. The organic layer was dried (magnesium sulfate), filtered, and evaporated carefully using a cold rotary evaporator bath. The resulting material was suspended in dichloromethane (10 mL) and 4-(4... Starting materials: C1(=CC=CC=C1)C (Toluene), C(CCCCCCCCCCCCC)O (1-tetradecanol), C1(=CC=C(C=C1)S(=O)(=O)O)C (p-toluenesulfonic acid), COC=1C2=CC3=C(SC=C3)C(=C2C=C2C1SC=C2)OC (5,10-Dimethoxynaphtho[2,3-b:6,7-b′]dithiophene). Run in O (water). Run at time 8 hour. Product: C(CCCCCCCCCCCCC)OC=1C2=CC3=C(SC=C3)C(=C2C=C2C1SC=C2)OCCCCCCCCCCCCCC (5,10-Ditetradecyloxynaphtho[2,3-b:6,7-b′]dithiophene). The yield is 49.0%. As a reaction SMILES: [CH3:1][O:2][C:3]1[C:4]2[C:12]([CH:13]=[C:14]3[CH:18]=[CH:17][S:16][C:15]=13)=[C:11]([O:19][CH3:20])[C:7]1[S:8][CH:9]=[CH:10][C:6]=1[CH:5]=2.[C:21]1([CH3:27])[CH:26]=[CH:25][CH:24]=[CH:23][CH:22]=1.C(O)[CH2:29][CH2:30][CH2:31][CH2:32][CH2:33][CH2:34][CH2:35][CH2:36][CH2:37][CH2:38][CH2:39][CH2:40][CH3:41].[C:43]1(C)[CH:48]=[CH:47][C:46](S(O)(=O)=O)=[CH:45][CH:44]=1>O>[CH2:20]([O:19][C:11]1[C:12]2[C:4]([CH:5]=[C:6]3[CH:10]=[CH:9][S:8][C:7]=13)=[C:3]([O:2][CH2:1][CH2:47][CH2:48][CH2:43][CH2:44][CH2:45][CH2:46][CH2:22][CH2:23][CH2:24][CH2:25][CH2:26][CH2:21][CH3:27])[C:15]1[S:16][CH:17]=[CH:18][C:14]=1[CH:13]=2)[CH2:41][CH2:40][CH2:39][CH2:38][CH2:37][CH2:36][CH2:35][CH2:34][CH2:33][CH2:32][CH2:31][CH2:30][CH3:29]. Reported procedure: Compound (3) (0.500 g, 1.66 mmol) was weighed into a flame-dried 2-neck flask fitted with a condenser. Toluene (17 mL), 1-tetradecanol (1.42 g, 6.64 mmol), and p-toluenesulfonic acid (0.063 g, 0.332 mmol) were then added. The mixture was placed in a 130° C. heat bath and stirred overnight. The mixture was diluted with water, extracted with dichloromethane, dried over MgSO4, filtered, and concentrated. The product was purified via column chromatography (20% dichloromethane in hexanes) to yield co... The reactants are O (water), CC(=O)C(=CC1=C(C(=CC=C1)Cl)Cl)C(=O)C (1,1-di(methylcarbonyl)-2-(2,3-dichlorophenyl)ethene), C1(=CC=C(C=C1)S(=O)(=O)C[N+]#[C-])C ((p-tolylsulfonyl)methyl isocyanide), ( a ), solution, C[O-].[Na+] (sodium methylate). Run in CO (methanol). Product: CC(=O)C=1C(=CNC1)C1=C(C(=CC=C1)Cl)Cl (4-methylcarbonyl-3-(2,3-dichlorophenyl)pyrrole). Isolated yield 50.0%. Reaction SMILES: C[C:2]([C:4]([C:14]([CH3:16])=[O:15])=[CH:5][C:6]1[CH:11]=[CH:10][CH:9]=[C:8]([Cl:12])[C:7]=1[Cl:13])=O.C1(C)C=CC(S([CH2:26][N+:27]#[C-])(=O)=O)=CC=1.C[O-].[Na+].O>CO>[CH3:16][C:14]([C:4]1[C:5]([C:6]2[CH:11]=[CH:10][CH:9]=[C:8]([Cl:12])[C:7]=2[Cl:13])=[CH:26][NH:27][CH:2]=1)=[O:15] |f:2.3|. Reported procedure: With stirring, 20 g of 1,1-di(methylcarbonyl)-2-(2,3-dichlorophenyl)ethene are added at 0° C. to 65 g of a 23.2% by weight solution of (p-tolylsulfonyl)methyl isocyanide prepared according to Example P1 (a). Then 28.1 g of a 30 % solution of sodium methylate in methanol are added dropwise over 3 hours. The mixture is stirred for 60 minutes at a temperature of +10° C. and then 170 ml of water are added dropwise and the product is subsequently isolated by filtration. The filter residue is recrysta... The reactants are CCOC(=O)c1ccc(NC(=C2C(=O)Nc3ccccc32)c2ccccc2)cc1, CCO, [Na+], [OH-]. Yields the product O=C1Nc2ccccc2C1=C(Nc1ccc(C(=O)O)cc1)c1ccccc1. As a reaction SMILES: [CH2:1]([CH3:2])[O:3][C:4](=[O:5])[c:6]1[cH:7][cH:8][c:9]([NH:12][C:13]([c:14]2[cH:15][cH:16][cH:17][cH:18][cH:19]2)=[C:20]2[C:21](=[O:29])[NH:22][c:23]3[cH:24][cH:25][cH:26][cH:27][c:28]32)[cH:10][cH:11]1.[CH3:32][CH2:33][OH:34].[Na+:31].[OH-:30]>>[O:3]=[C:4]([OH:5])[c:6]1[cH:7][cH:8][c:9]([NH:12][C:13]([c:14]2[cH:15][cH:16][cH:17][cH:18][cH:19]2)=[C:20]2[C:21](=[O:29])[NH:22][c:23]3[cH:24][cH:25][cH:26][cH:27][c:28]32)[cH:10][cH:11]1. The reactants are FC1=CC=C(C#N)C=C1 (4-fluorobenzonitrile), O (H2O), N1C(CCCC1)CO (piperidin-2-ylmethanol), C(=O)(O)[O-].[Na+] (NaHCO3). Run in CN(C)C=O (DMF). Reaction conditions: temperature 120 celsius. The product is OCC1N(CCCC1)C1=CC=C(C#N)C=C1 (4-(2-(Hydroxymethyl)piperidin-1-yl)benzonitrile). The yield is 9.2%. RXN SMILES: F[C:2]1[CH:9]=[CH:8][C:5]([C:6]#[N:7])=[CH:4][CH:3]=1.[NH:10]1[CH2:15][CH2:14][CH2:13][CH2:12][CH:11]1[CH2:16][OH:17].C([O-])(O)=O.[Na+].O>CN(C=O)C>[OH:17][CH2:16][CH:11]1[CH2:12][CH2:13][CH2:14][CH2:15][N:10]1[C:2]1[CH:9]=[CH:8][C:5]([C:6]#[N:7])=[CH:4][CH:3]=1 |f:2.3|. Reported procedure: In a screw cap pressure tube, 4-fluorobenzonitrile (354.0 mg, 3.15 mmol), piperidin-2-ylmethanol (363.4 mg, 3.15 mmol) and NaHCO3 were suspended in DMF (2.0 ml). The tube was sealed and the mixture heated to 120° C. for 3 days. The mixture was allowed to cool. H2O was added and the product extracted with EtOAc. The combined organic extracts were washed with H2O, dried (MgSO4), filtered and concentrated. The crude product was purified by flash chromatography (CH2Cl2/MeOH 98:2→96:4) affording 63 m... Starting materials: S(O)(O)(=O)=O (sulfuric acid), C(C1=CC=C(C(=O)O)C=C1)(=O)O (terephthalic acid), [Al+3].[Cl-].[Cl-].[Cl-] (AlCl3), C(C(Cl)Cl)(Cl)Cl (sym-tetrachloroethane), C1(=CC=CC=C1)O (phenol), [N+](=O)([O-])C (nitromethane), Cl (HCl). Reaction conditions: temperature 30 celsius, time 4 hour. Yields the product OC1=CC=C(C(=O)C2=CC=C(C(=O)O)C=C2)C=C1 (4-(4-hydroxybenzoyl) benzoic acid). Isolated yield 50.0%. As a reaction SMILES: [Al+3].[Cl-].[Cl-].[Cl-].C(Cl)(Cl)C(Cl)Cl.[N+](C)([O-])=O.[C:15]([OH:26])(=[O:25])[C:16]1[CH:24]=[CH:23][C:19]([C:20]([OH:22])=O)=[CH:18][CH:17]=1.[C:27]1([OH:33])[CH:32]=[CH:31][CH:30]=[CH:29][CH:28]=1.Cl.S(=O)(=O)(O)O>>[OH:33][C:27]1[CH:32]=[CH:31][C:30]([C:20]([C:19]2[CH:18]=[CH:17][C:16]([C:15]([OH:26])=[O:25])=[CH:24][CH:23]=2)=[O:22])=[CH:29][CH:28]=1 |f:0.1.2.3|. Procedure: To a mixture formed by adding 0.4 moles of AlCl3 to 0.6 mole of sym-tetrachloroethane are sequentially added, with stirring, 0.46 mole of nitromethane, 0.2 mole of terephthalic acid (reagent grade) and gradually 0.2 mole of phenol. The initial temperature of the resulting mixture is 25° C. and the temperature is raised to about 30° C. after 2 hours, then to about 40° C. after 4 hours, and about 1 hour later or until all HCl evolution is complete, the resulting mixture is allowed to stand overnig... Starting materials: COC1(C)Oc2cccc(OCc3ccccc3)c2O1, CO, Cl. Product: Oc1cccc(OCc2ccccc2)c1O. RXN SMILES: [CH3:1][O:2][C:3]1([CH3:20])[O:4][c:5]2[c:6]([cH:8][cH:9][cH:10][c:11]2[O:12][CH2:13][c:14]2[cH:15][cH:16][cH:17][cH:18][cH:19]2)[O:7]1.[CH3:22][OH:23].[ClH:21]>>[OH:4][c:5]1[c:6]([OH:7])[cH:8][cH:9][cH:10][c:11]1[O:12][CH2:13][c:14]1[cH:15][cH:16][cH:17][cH:18][cH:19]1. The reactants are C=C1CCCc2cccnc21, CC1=CCCc2cccnc21, CO, CC1(N=[N+]=[N-])CCCc2cccnc21. Yields the product CC1(N)CCCc2cccnc21. Reaction SMILES: [CH2:12]=[C:13]1[c:14]2[n:15][cH:16][cH:17][cH:18][c:19]2[CH2:20][CH2:21][CH2:22]1.[CH3:1][C:2]1=[CH:11][CH2:10][CH2:9][c:8]2[c:3]1[n:4][cH:5][cH:6][cH:7]2.[CH3:37][OH:38].[N:23](=[N+:24]=[N-:25])[C:26]1([CH3:36])[CH2:27][CH2:28][CH2:29][c:30]2[cH:31][cH:32][cH:33][n:34][c:35]21>>[NH2:23][C:26]1([CH3:36])[CH2:27][CH2:28][CH2:29][c:30]2[cH:31][cH:32][cH:33][n:34][c:35]21. Reported procedure: TEA (0.27 mL, 1.94 mmol) was added to a solution of 2-(pyridin-3-yl)thiazole-4-carboxylic acid (200 mg, 0.97 mmol) and 4A molecular sieves in THF (25 mL) under N2 at RT. (PhO)2PON3 (0.33 mL, 1.55 mmol) followed by 2-amino-6-hydroxypyridine (268 mg, 2.43 mmol) was added and the resulting mixture heated at reflux for 12 h. After cooling to RT, the heterogeneous mixture was decanted to remove the molecular sieves. The precipitate was collected, rinsing with EtOAc to give a white solid. MS m/z: 313.... As a reaction SMILES: [N:1]1[CH:6]=[CH:5][CH:4]=[C:3]([C:7]2[S:8][CH:9]=[C:10](C(O)=O)[N:11]=2)[CH:2]=1.P([N:31]=[N+]=[N-])(OC1C=CC=CC=1)(OC1C=CC=CC=1)=O.[NH2:34][C:35]1C=CC=[C:37]([OH:41])[N:36]=1.[CH2:42]1[CH2:46][O:45][CH2:44][CH2:43]1>>[OH:45][C:46]1[C:35]([NH:36][C:37]([NH:31][C:10]2[N:11]=[C:7]([C:3]3[CH:2]=[N:1][CH:6]=[CH:5][CH:4]=3)[S:8][CH:9]=2)=[O:41])=[N:34][CH:44]=[CH:43][CH:42]=1. Yields the product OC=1C(=NC=CC1)NC(=O)NC=1N=C(SC1)C=1C=NC=CC1 (1-(3-Hydroxy-pyridin-2-yl)-3-(2-pyridin-3-yl-thiazol-4-yl)-urea). Reactants: P(=O)(OC1=CC=CC=C1)(OC1=CC=CC=C1)N=[N+]=[N-] ((PhO)2PON3), TEA, N1=CC(=CC=C1)C=1SC=C(N1)C(=O)O (2-(pyridin-3-yl)thiazole-4-carboxylic acid), 4A, C1CCOC1 (THF), NC1=NC(=CC=C1)O (2-amino-6-hydroxypyridine).